The task is: describe an organic reaction: reactants, conditions, products, and yield. This data is from the Open Reaction Database (ORD), a public repository of structured organic reaction records. Starting materials: mixture, ( E ), ( Z ), C1(=CC=CC=C1)C(=CN1C=NC=C1)C=1C=C2CCC(NC2=CC1)=O (6-[1-phenyl-2-(imidazol-1-yl)ethenyl]-3,4-dihydrocarbostyril), [H][H] (hydrogen). Reagents/catalysts: [Pd] (palladium on charcoal). Solvent: C(C)O (ethanol). Yields the product C1(=CC=CC=C1)C(CN1C=NC=C1)C=1C=C2CCC(NC2=CC1)=O (6-[1-phenyl-2-(imidazol-1-yl)ethyl]3,4-dihydrocarbostyril). As a reaction SMILES: [C:1]1([C:7]([C:14]2[CH:15]=[C:16]3[C:21](=[CH:22][CH:23]=2)[NH:20][C:19](=[O:24])[CH2:18][CH2:17]3)=[CH:8][N:9]2[CH:13]=[CH:12][N:11]=[CH:10]2)[CH:6]=[CH:5][CH:4]=[CH:3][CH:2]=1.[H][H]>C(O)C.[Pd]>[C:1]1([CH:7]([C:14]2[CH:15]=[C:16]3[C:21](=[CH:22][CH:23]=2)[NH:20][C:19](=[O:24])[CH2:18][CH2:17]3)[CH2:8][N:9]2[CH:13]=[CH:12][N:11]=[CH:10]2)[CH:2]=[CH:3][CH:4]=[CH:5][CH:6]=1. Procedure: A solution of 390 mg of a mixture of (E) and (Z) isomers of 6-[1-phenyl-2-(imidazol-1-yl)ethenyl]-3,4-dihydrocarbostyril in 10 ml of ethanol was stirred under hydrogen in the presence of 200 mg of a 10% palladium on charcoal catalyst until the theoretical amount of hydrogen had been absorbed. The catalyst was filtered off, the solvent removed from the filtrate under reduced pressure and the residue chromatographed on silica gel eluting with 5% methanol in methylene chloride, yielding 6-[1-phenyl... The reactants are BrBr, ClC(Cl)(Cl)Cl, Cc1ccc(-c2ccccc2)c(F)c1. Product: Fc1cc(CBr)ccc1-c1ccccc1. Reaction SMILES: [Br:1][Br:2].[Cl:17][C:18]([Cl:19])([Cl:20])[Cl:21].[F:3][c:4]1[c:5](-[c:11]2[cH:12][cH:13][cH:14][cH:15][cH:16]2)[cH:6][cH:7][c:8]([CH3:10])[cH:9]1>>[Br:1][CH2:10][c:8]1[cH:7][cH:6][c:5](-[c:11]2[cH:12][cH:13][cH:14][cH:15][cH:16]2)[c:4]([F:3])[cH:9]1. Starting materials: O=[N+]([O-])c1cccc(Cl)c1Oc1cc(Cl)cc(Br)c1, CC(C)(C)[O-], C[N+](C)(C)N, Cl[Cu], [I-], [K+], CN(C)C=O. Yields the product Nc1ccc(Cl)c(Oc2cc(Cl)cc(Br)c2)c1[N+](=O)[O-]. RXN SMILES: [Br:13][c:14]1[cH:15][c:16]([O:17][c:18]2[c:19]([Cl:27])[cH:20][cH:21][cH:22][c:23]2[N+:24](=[O:25])[O-:26])[cH:28][c:29]([Cl:31])[cH:30]1.[CH3:1][C:2]([CH3:3])([O-:4])[CH3:5].[CH3:8][N+:9]([CH3:10])([CH3:11])[NH2:12].[Cl:37][Cu:38].[I-:7].[K+:6].[O:32]=[CH:33][N:34]([CH3:35])[CH3:36]>>[NH2:9][c:22]1[cH:21][cH:20][c:19]([Cl:27])[c:18]([O:17][c:16]2[cH:15][c:14]([Br:13])[cH:30][c:29]([Cl:31])[cH:28]2)[c:23]1[N+:24](=[O:25])[O-:26]. Reactants: C1COCCN1, CS(C)=O, Nc1cc(Cl)ccc1[N+](=O)[O-], O. Yields the product Nc1cc(N2CCOCC2)ccc1[N+](=O)[O-]. RXN SMILES: [CH2:12]1[CH2:13][O:14][CH2:15][CH2:16][NH:17]1.[CH3:19][S:20]([CH3:21])=[O:22].[Cl:1][c:2]1[cH:3][cH:4][c:5]([N+:9](=[O:10])[O-:11])[c:6]([NH2:8])[cH:7]1.[OH2:18]>>[c:2]1([N:17]2[CH2:12][CH2:13][O:14][CH2:15][CH2:16]2)[cH:3][cH:4][c:5]([N+:9](=[O:10])[O-:11])[c:6]([NH2:8])[cH:7]1. The reactants are C1CCOC1, CC(N1CCC(CCN=[N+]=[N-])(c2ccc(F)cc2)OC1=O)C(C)(C)C, O, c1ccc(P(c2ccccc2)c2ccccc2)cc1. The product is CC(N1CCC(CCN)(c2ccc(F)cc2)OC1=O)C(C)(C)C. As a reaction SMILES: [CH2:45]1[O:46][CH2:47][CH2:48][CH2:49]1.[N:1](=[N+:2]=[N-:3])[CH2:4][CH2:5][C:6]1([c:19]2[cH:20][cH:21][c:22]([F:25])[cH:23][cH:24]2)[CH2:7][CH2:8][N:9]([CH:13]([CH3:14])[C:15]([CH3:16])([CH3:17])[CH3:18])[C:10](=[O:12])[O:11]1.[OH2:50].[c:26]1([P:27]([c:28]2[cH:29][cH:30][cH:31][cH:32][cH:33]2)[c:34]2[cH:35][cH:36][cH:37][cH:38][cH:39]2)[cH:40][cH:41][cH:42][cH:43][cH:44]1>>[NH2:1][CH2:4][CH2:5][C:6]1([c:19]2[cH:20][cH:21][c:22]([F:25])[cH:23][cH:24]2)[CH2:7][CH2:8][N:9]([CH:13]([CH3:14])[C:15]([CH3:16])([CH3:17])[CH3:18])[C:10](=[O:12])[O:11]1.